This data is from the Open Reaction Database (ORD), a public repository of structured organic reaction records. The task is: describe an organic reaction: reactants, conditions, products, and yield Reactants: FC1=CC=C(C=C1)C(N1CCNCC1)C1=CC=C(C=C1)F (1-[bis(4-fluorophenyl)methyl]piperazine), OC=1C(=CC2=C(OC(=CO2)C(=O)O)C1)C(C)(C)C (7-hydroxy-6-tert-butyl-1,4-benzodioxin-2-carboxylic acid). Product: OC=1C(=CC2=C(OC(=CO2)C(=O)N2CCN(CC2)C(C2=CC=C(C=C2)F)C2=CC=C(C=C2)F)C1)C(C)(C)C (7-HYDROXY-6-TERT-BUTYL-2-{4-[BIS-(4-FLUOROPHENYL) METHYL]PIPERAZIN-1-YLCARBONYL}-I,4-BENZODIOXIN). Isolated yield 72.0%. Reaction SMILES: [F:1][C:2]1[CH:7]=[CH:6][C:5]([CH:8]([C:15]2[CH:20]=[CH:19][C:18]([F:21])=[CH:17][CH:16]=2)[N:9]2[CH2:14][CH2:13][NH:12][CH2:11][CH2:10]2)=[CH:4][CH:3]=1.[OH:22][C:23]1[C:24]([C:36]([CH3:39])([CH3:38])[CH3:37])=[CH:25][C:26]2[O:31][CH:30]=[C:29]([C:32](O)=[O:33])[O:28][C:27]=2[CH:35]=1>>[OH:22][C:23]1[C:24]([C:36]([CH3:39])([CH3:38])[CH3:37])=[CH:25][C:26]2[O:31][CH:30]=[C:29]([C:32]([N:12]3[CH2:11][CH2:10][N:9]([CH:8]([C:5]4[CH:4]=[CH:3][C:2]([F:1])=[CH:7][CH:6]=4)[C:15]4[CH:20]=[CH:19][C:18]([F:21])=[CH:17][CH:16]=4)[CH2:14][CH2:13]3)=[O:33])[O:28][C:27]=2[CH:35]=1. Reported procedure: That compound is obtained in a yield of 72% starting from 1-[bis(4-fluorophenyl)methyl]piperazine and 7-hydroxy-6-tert-butyl-1,4-benzodioxin-2-carboxylic acid. The reactants are C(C(C)(C)C)(=O)OCCl (Chloromethyl pivalate), Cl (hydrochloric acid), [H-].[Na+] (Sodium hydride), C(C1=CC=CC=C1)OC1=C(C=C2CNC(NC2=C1)=O)OC (7-benzyloxy-6-methoxy-3,4-dihydroquinazolinone), CN(C)C=O (DMF). Run in O (water), C(C)(=O)OCC (ethyl acetate). Conditions: time 1.5 hour. Yields the product C(C1=CC=CC=C1)OC1=C(C=C2C(N(C=NC2=C1)COC(C(C)(C)C)=O)=O)OC (7-benzyloxy-6-methoxy-3-pivaloyloxymethyl-3,4dihydroquinazolin-4-one). As a reaction SMILES: [H-].[Na+].[CH2:3]([O:10][C:11]1[CH:20]=[C:19]2[C:14]([CH2:15][NH:16][C:17](=O)[NH:18]2)=[CH:13][C:12]=1[O:22][CH3:23])[C:4]1[CH:9]=[CH:8][CH:7]=[CH:6][CH:5]=1.[C:24]([O:30][CH2:31]Cl)(=[O:29])[C:25]([CH3:28])([CH3:27])[CH3:26].Cl.CN(C=[O:38])C>C(OCC)(=O)C.O>[CH2:3]([O:10][C:11]1[CH:20]=[C:19]2[C:14]([C:15](=[O:38])[N:16]([CH2:31][O:30][C:24](=[O:29])[C:25]([CH3:28])([CH3:27])[CH3:26])[CH:17]=[N:18]2)=[CH:13][C:12]=1[O:22][CH3:23])[C:4]1[CH:9]=[CH:8][CH:7]=[CH:6][CH:5]=1 |f:0.1|. Procedure details: Sodium hydride (60% dispersion in mineral oil, 1.44 g) was added portionwise during 20 minutes to a solution of 7-benzyloxy-6-methoxy-3,4-dihydroquinazolinone (8.46 g) in DMF (70 ml) and the mixture was stirred for 1.5 hours. Chloromethyl pivalate (5.65 g) was added dropwise and the mixture was stirred at ambient temperature for 2 hours. The mixture was diluted with ethyl acetate (100 ml) and poured onto a mixture of ice and water (400 ml) containing 2N aqueous hydrochloric acid (4 ml). The orga...